From a dataset of the Open Reaction Database (ORD), a public repository of structured organic reaction records. describe an organic reaction: reactants, conditions, products, and yield Starting materials: CCOC(=O)CC(=O)OCC, CCCC[N+](CCCC)(CCCC)CCCC, Cc1cc(CCOS(C)(=O)=O)nc(-n2c(C)ccc2C)c1, CN(C)C=O, CCOC(C)=O, [H-], [I-], [Na+]. Product: CCOC(=O)C(CCc1cc(C)cc(-n2c(C)ccc2C)n1)C(=O)OCC. RXN SMILES: [C:1]([CH2:2][C:3](=[O:4])[O:5][CH2:6][CH3:7])(=[O:8])[O:9][CH2:10][CH3:11].[CH2:41]([N+:42]([CH2:43][CH2:44][CH2:45][CH3:46])([CH2:47][CH2:48][CH2:49][CH3:50])[CH2:51][CH2:52][CH2:53][CH3:54])[CH2:55][CH2:56][CH3:57].[CH3:14][S:15]([O:16][CH2:19][CH2:20][c:21]1[cH:22][c:23]([CH3:34])[cH:24][c:25](-[n:27]2[c:28]([CH3:33])[cH:29][cH:30][c:31]2[CH3:32])[n:26]1)(=[O:17])=[O:18].[CH3:35][N:36]([CH3:37])[CH:38]=[O:39].[CH3:58][CH2:59][O:60][C:61](=[O:62])[CH3:63].[H-:12].[I-:40].[Na+:13]>>[C:1]([CH:2]([C:3](=[O:4])[O:5][CH2:6][CH3:7])[CH2:19][CH2:20][c:21]1[cH:22][c:23]([CH3:34])[cH:24][c:25](-[n:27]2[c:28]([CH3:33])[cH:29][cH:30][c:31]2[CH3:32])[n:26]1)(=[O:8])[O:9][CH2:10][CH3:11]. The reactants are ClC=1C=C(C(=O)Cl)C=CN1 (2-chloroisonicotinoyl chloride), [Al+3].[Cl-].[Cl-].[Cl-] (AlCl3), [OH-].[Na+] (NaOH), N1C=CC=2C=NC=CC21 (1H-pyrrolo[3,2-c]pyridine), [Al+3].[Cl-].[Cl-].[Cl-] (AlCl3). Run in ClCCCl (1, 2-dichloroethane), CO (MeOH), ClCCCl (1, 2-dichloroethane). Conditions: time 10 minute. Yields the product ClC1=NC=CC(=C1)C(=O)C1=CNC2=C1C=NC=C2 ((2-chloropyridin-4-yl)-(1H-pyrrolo[3,2-c]pyridin-3-yl)methanone). Isolated yield 122.0%. RXN SMILES: [NH:1]1[C:9]2[CH:8]=[CH:7][N:6]=[CH:5][C:4]=2[CH:3]=[CH:2]1.[Al+3].[Cl-].[Cl-].[Cl-].[Cl:14][C:15]1[CH:16]=[C:17]([CH:21]=[CH:22][N:23]=1)[C:18](Cl)=[O:19].[OH-].[Na+]>ClCCCl.CO>[Cl:14][C:15]1[CH:16]=[C:17]([C:18]([C:3]2[C:4]3[CH:5]=[N:6][CH:7]=[CH:8][C:9]=3[NH:1][CH:2]=2)=[O:19])[CH:21]=[CH:22][N:23]=1 |f:1.2.3.4,6.7|. Procedure: To a solution of 1H-pyrrolo[3,2-c]pyridine (17.0 g, 0.14 mol) in 1, 2-dichloroethane (500 mL) was added AlCl3 (38.3 g, 0.29 mol) at room temperature. The mixture was stirred at room temperature for 10 minutes. A solution of 2-chloroisonicotinoyl chloride (30.0 g, 0.17 mol) in 1, 2-dichloroethane (100 mL) was added and the reaction heated to 70° C. Further AlCl3 (38.3 g, 0.29 mol) was added and the reaction was stirred at this temperature for 18 hours. The mixture was cooled to room temperature, ... The reactants are COc1ccccc1C=O, CC(=O)O, Cc1ccccc1, Cc1ccc2c(N)cccc2n1. Product: COc1ccccc1C=Nc1cccc2nc(C)ccc12. Reaction SMILES: [CH3:13][O:14][c:15]1[c:16]([CH:17]=[O:18])[cH:19][cH:20][cH:21][cH:22]1.[CH3:23][C:24](=[O:25])[OH:26].[CH3:27][c:28]1[cH:29][cH:30][cH:31][cH:32][cH:33]1.[NH2:1][c:2]1[c:3]2[cH:4][cH:5][c:6]([CH3:12])[n:7][c:8]2[cH:9][cH:10][cH:11]1>>[N:1]([c:2]1[c:3]2[cH:4][cH:5][c:6]([CH3:12])[n:7][c:8]2[cH:9][cH:10][cH:11]1)=[CH:17][c:16]1[c:15]([O:14][CH3:13])[cH:22][cH:21][cH:20][cH:19]1. The reactants are O=C(O)c1cccnc1, C1CCOC1, [Cl-], Cl, NCCc1c[nH]c2ccccc12. Product: O=C(NCCc1c[nH]c2ccccc12)c1cccnc1. Reaction SMILES: [C:15]([c:16]1[cH:17][n:18][cH:19][cH:20][cH:21]1)(=[O:22])[OH:23].[CH2:24]1[O:25][CH2:26][CH2:27][CH2:28]1.[Cl-:14].[ClH:13].[NH2:1][CH2:2][CH2:3][c:4]1[cH:5][nH:6][c:7]2[cH:8][cH:9][cH:10][cH:11][c:12]12>>[NH:1]([CH2:2][CH2:3][c:4]1[cH:5][nH:6][c:7]2[cH:8][cH:9][cH:10][cH:11][c:12]12)[C:15]([c:16]1[cH:17][n:18][cH:19][cH:20][cH:21]1)=[O:22]. Reactants: ClC1=CC(=NC2=CC=C(C=C12)C)N1CCS(C2=C(C1)C=CC=C2)(=O)=O (4-(4-chloro-6-methylquinolin-2-yl)-2,3,4,5-tetrahydro-1,4-benzothiazepine 1,1-dioxide), N1(CCNCC1)CCN (2-(piperazin-1-yl)ethanamine). The product is O=S1(CCN(CC2=C1C=CC=C2)C2=NC1=CC=C(C=C1C(=C2)NCCN2CCNCC2)C)=O (2-(1,1-Dioxido-2,3-dihydro-1,4-benzothiazepin-4(5H)-yl)-6-methyl-N-[2-(piperazin-1-yl)ethyl]quinolin-4-amine). RXN SMILES: Cl[C:2]1[C:11]2[C:6](=[CH:7][CH:8]=[C:9]([CH3:12])[CH:10]=2)[N:5]=[C:4]([N:13]2[CH2:19][C:18]3[CH:20]=[CH:21][CH:22]=[CH:23][C:17]=3[S:16](=[O:25])(=[O:24])[CH2:15][CH2:14]2)[CH:3]=1.[N:26]1([CH2:32][CH2:33][NH2:34])[CH2:31][CH2:30][NH:29][CH2:28][CH2:27]1>>[O:24]=[S:16]1(=[O:25])[C:17]2[CH:23]=[CH:22][CH:21]=[CH:20][C:18]=2[CH2:19][N:13]([C:4]2[CH:3]=[C:2]([NH:34][CH2:33][CH2:32][N:26]3[CH2:31][CH2:30][NH:29][CH2:28][CH2:27]3)[C:11]3[C:6](=[CH:7][CH:8]=[C:9]([CH3:12])[CH:10]=3)[N:5]=2)[CH2:14][CH2:15]1. Procedure: The title compound was prepared in analogy to Example 3-1 in Scheme 5 by using 4-(4-chloro-6-methylquinolin-2-yl)-2,3,4,5-tetrahydro-1,4-benzothiazepine 1,1-dioxide (prepared in analogy to the one in Example 2-1) and 2-(piperazin-1-yl)ethanamine. MS obsd. (ESI+) [(M+H)+] 466, 1H NMR (400 MHz, DMSO-d6) ppm 7.925 (d, J=8.0 Hz, 1 H), 7.806 (d, J=7.2 Hz, 1 H), 7.516-7.575 (m, 2 H), 7.359-7.395 (m, 2 H), 7.238 (m, 1 H), 5.98 (s, 1 H), 5.10 (s, 2 H), 4.49 (brs, 2 H), 3.538 (m, 2 H), 3.542 (m, 2 H), 3....